describe an organic reaction: reactants, conditions, products, and yield From a dataset of the Open Reaction Database (ORD), a public repository of structured organic reaction records. Starting materials: [BH4-].[Na+] (Sodium tetrahydroborate), ClC=1C(=C(C(=C(C1)C(C)NC(OC(C)(C)C)=O)OC)C=1C=NC(=CC1)C=O)C (tert-butyl {1-[5-chloro-3-(6-formylpyridin-3-yl)-2-methoxy-4-methylphenyl]ethyl}carbamate). Procedure details: Sodium tetrahydroborate (2.8 mg, 0.074 mmol) was added to a mixture of tert-butyl {1-[5-chloro-3-(6-formylpyridin-3-yl)-2-methoxy-4-methylphenyl]ethyl}carbamate (20 mg, 0.05 mmol) in methanol (2 mL) at 0° C. The reaction was stirred for 1 h at 0° C. The reaction mixture was partitioned between water and EtOAc. The combined organic layers was washed with brine, dried over MgSO4, filtered and concentrated to give crude product. This crude was used for next step. The solvent is CO (methanol). Reaction conditions: temperature 0 celsius, time 1 hour. RXN SMILES: [BH4-].[Na+].[Cl:3][C:4]1[C:5]([CH3:30])=[C:6]([C:22]2[CH:23]=[N:24][C:25]([CH:28]=[O:29])=[CH:26][CH:27]=2)[C:7]([O:20][CH3:21])=[C:8]([CH:10]([NH:12][C:13](=[O:19])[O:14][C:15]([CH3:18])([CH3:17])[CH3:16])[CH3:11])[CH:9]=1>CO>[Cl:3][C:4]1[C:5]([CH3:30])=[C:6]([C:22]2[CH:23]=[N:24][C:25]([CH2:28][OH:29])=[CH:26][CH:27]=2)[C:7]([O:20][CH3:21])=[C:8]([CH:10]([NH:12][C:13](=[O:19])[O:14][C:15]([CH3:18])([CH3:16])[CH3:17])[CH3:11])[CH:9]=1 |f:0.1|. The product is ClC=1C(=C(C(=C(C1)C(C)NC(OC(C)(C)C)=O)OC)C=1C=NC(=CC1)CO)C (tert-butyl (1-{5-chloro-3-[6-(hydroxymethyl)pyridin-3-yl]-2-methoxy-4-methylphenyl}ethyl)carbamate).